Dataset: the Open Reaction Database (ORD), a public repository of structured organic reaction records. Task: describe an organic reaction: reactants, conditions, products, and yield Reactants: ClCCl, CC#N, CS, [Na], O=S(c1ccccc1)C(Cl)c1ccccc1. Product: CSC(c1ccccc1)S(=O)c1ccccc1. RXN SMILES: [CH2:23]([Cl:24])[Cl:25].[CH3:17][C:18]#[N:19].[CH3:21][SH:22].[Na:20].[c:1]1([S:7](=[O:8])[CH:9]([c:10]2[cH:11][cH:12][cH:13][cH:14][cH:15]2)[Cl:16])[cH:2][cH:3][cH:4][cH:5][cH:6]1>>[c:1]1([S:7](=[O:8])[CH:9]([c:10]2[cH:11][cH:12][cH:13][cH:14][cH:15]2)[S:22][CH3:21])[cH:2][cH:3][cH:4][cH:5][cH:6]1. The reactants are C1CCOC1, CN(C)CCN(C)C, CCCCCC, CI, [Li]CCCC, O, c1ccc(-n2cccc2)cc1. Yields the product Cc1cccn1-c1ccccc1. RXN SMILES: [CH2:33]1[O:34][CH2:35][CH2:36][CH2:37]1.[CH3:17][N:18]([CH3:19])[CH2:20][CH2:21][N:22]([CH3:23])[CH3:24].[CH3:27][CH2:28][CH2:29][CH2:30][CH2:31][CH3:32].[I:25][CH3:26].[Li:1][CH2:2][CH2:3][CH2:4][CH3:5].[OH2:38].[c:6]1(-[n:12]2[cH:13][cH:14][cH:15][cH:16]2)[cH:7][cH:8][cH:9][cH:10][cH:11]1>>[CH3:2][c:13]1[n:12](-[c:6]2[cH:7][cH:8][cH:9][cH:10][cH:11]2)[cH:16][cH:15][cH:14]1. The reactants are O=C([O-])[O-], CC(Cl)=CC(=O)OCC(C)C, CC#N, [K+], [K+], c1nc[nH]n1. Product: CC(=CC(=O)OCC(C)C)n1cncn1. Reaction SMILES: [C:17](=[O:18])([O-:19])[O-:20].[CH2:1]([CH:2]([CH3:3])[CH3:4])[O:5][C:6]([CH:7]=[C:8]([CH3:9])[Cl:10])=[O:11].[CH3:23][C:24]#[N:25].[K+:21].[K+:22].[nH:12]1[n:13][cH:14][n:15][cH:16]1>>[CH2:1]([CH:2]([CH3:3])[CH3:4])[O:5][C:6]([CH:7]=[C:8]([CH3:9])[n:12]1[n:13][cH:14][n:15][cH:16]1)=[O:11].